Dataset: the Open Reaction Database (ORD), a public repository of structured organic reaction records. Task: describe an organic reaction: reactants, conditions, products, and yield Reactants: C[Si](C)(C)N(C(=O)C(F)(F)F)[Si](C)(C)C, O=S(=O)(Cl)Cc1ccc(Cl)c(Cl)c1, ClCCl, NCCc1c(CCCc2ccc(C(=O)O)cc2)c2cc(Cl)ccc2n1C(c1ccccc1)c1ccccc1, O, c1ccncc1. The product is O=C(O)c1ccc(CCCc2c(CCNS(=O)(=O)Cc3ccc(Cl)c(Cl)c3)n(C(c3ccccc3)c3ccccc3)c3ccc(Cl)cc23)cc1. Reaction SMILES: [CH3:39][Si:40]([N:41]([Si:42]([CH3:43])([CH3:44])[CH3:45])[C:46](=[O:47])[C:48]([F:49])([F:50])[F:51])([CH3:52])[CH3:53].[Cl:60][c:61]1[cH:62][c:63]([CH2:68][S:69](=[O:70])(=[O:71])[Cl:72])[cH:64][cH:65][c:66]1[Cl:67].[Cl:73][CH2:74][Cl:75].[NH2:1][CH2:2][CH2:3][c:4]1[n:5]([CH:26]([c:27]2[cH:28][cH:29][cH:30][cH:31][cH:32]2)[c:33]2[cH:34][cH:35][cH:36][cH:37][cH:38]2)[c:6]2[cH:7][cH:8][c:9]([Cl:25])[cH:10][c:11]2[c:12]1[CH2:13][CH2:14][CH2:15][c:16]1[cH:17][cH:18][c:19]([C:20](=[O:21])[OH:22])[cH:23][cH:24]1.[OH2:76].[cH:54]1[cH:55][cH:56][n:57][cH:58][cH:59]1>>[NH:1]([CH2:2][CH2:3][c:4]1[n:5]([CH:26]([c:27]2[cH:28][cH:29][cH:30][cH:31][cH:32]2)[c:33]2[cH:34][cH:35][cH:36][cH:37][cH:38]2)[c:6]2[cH:7][cH:8][c:9]([Cl:25])[cH:10][c:11]2[c:12]1[CH2:13][CH2:14][CH2:15][c:16]1[cH:17][cH:18][c:19]([C:20](=[O:21])[OH:22])[cH:23][cH:24]1)[S:69]([CH2:68][c:63]1[cH:62][c:61]([Cl:60])[c:66]([Cl:67])[cH:65][cH:64]1)(=[O:70])=[O:71]. The reactants are N1C=C(C2=CC=CC=C12)CN1C(C2(CCC1)CCNCC2)=O (2-((1H-indol-3-yl)methyl)-2,9-diazaspiro[5.5]undecan-1-one), BrC=1SC2=C(N1)C=CC=C2 (2-bromobenzo[d]thiazole), CCN(C(C)C)C(C)C (DIPEA). Reagents/catalysts: CN(C)C=1C=CN=CC1 (DMAP). Solvent: C(C)O (ethanol). Reaction conditions: temperature 160 celsius. Yields the product N1C=C(C2=CC=CC=C12)CN1C(C2(CCC1)CCN(CC2)C=2SC1=C(N2)C=CC=C1)=O (2-((1H-indol-3-yl)methyl)-9-(benzo[d]thiazol-2-yl)-2,9-diazaspiro[5.5]undecan-1-one). The yield is 59.2%. Reaction SMILES: [NH:1]1[C:9]2[C:4](=[CH:5][CH:6]=[CH:7][CH:8]=2)[C:3]([CH2:10][N:11]2[CH2:16][CH2:15][CH2:14][C:13]3([CH2:21][CH2:20][NH:19][CH2:18][CH2:17]3)[C:12]2=[O:22])=[CH:2]1.Br[C:24]1[S:25][C:26]2[CH:32]=[CH:31][CH:30]=[CH:29][C:27]=2[N:28]=1.CCN(C(C)C)C(C)C>C(O)C.CN(C1C=CN=CC=1)C>[NH:1]1[C:9]2[C:4](=[CH:5][CH:6]=[CH:7][CH:8]=2)[C:3]([CH2:10][N:11]2[CH2:16][CH2:15][CH2:14][C:13]3([CH2:21][CH2:20][N:19]([C:24]4[S:25][C:26]5[CH:32]=[CH:31][CH:30]=[CH:29][C:27]=5[N:28]=4)[CH2:18][CH2:17]3)[C:12]2=[O:22])=[CH:2]1. Reported procedure: To the solution of 2-((1H-indol-3-yl)methyl)-2,9-diazaspiro[5.5]undecan-1-one (60 mg, 0.20 mmol) and 2-bromobenzo[d]thiazole [2516-40-7] (56 mg, 0.26 mmol) in ethanol (0.7 ml) was added DIPEA (176 μl, 1.0 mmol) and DMAP (1.2 mg, 0.01 mmol). The mixture was heated at 160° C. for 1.25 h under microwave conditions. The solvent was evaporated and the residue was purified by flash chromatography (EtOAc/hexane 2:3) to yield 51 mg (56%) of the title compound as a pale yellow solid. [1H NMR (600 MHz, DM... Starting materials: N#CCCCCBr, C=CCOC(=O)CC(=O)OCC=C, [Cl-], [H-], [NH4+], [Na+], C1COCCO1. Product: C=CCOC(=O)C(CCCCC#N)C(=O)OCC=C. Reaction SMILES: [Br:16][CH2:17][CH2:18][CH2:19][CH2:20][C:21]#[N:22].[C:3]([CH2:4][C:5](=[O:6])[O:7][CH2:8][CH:9]=[CH2:10])(=[O:11])[O:12][CH2:13][CH:14]=[CH2:15].[Cl-:23].[H-:1].[NH4+:24].[Na+:2].[O:25]1[CH2:26][CH2:27][O:28][CH2:29][CH2:30]1>>[C:3]([CH:4]([C:5](=[O:6])[O:7][CH2:8][CH:9]=[CH2:10])[CH2:17][CH2:18][CH2:19][CH2:20][C:21]#[N:22])(=[O:11])[O:12][CH2:13][CH:14]=[CH2:15]. The reactants are CC(C)(C)OC(=O)Nc1cc(COC2CCCCO2)c(I)cc1[N+](=O)[O-], OB(O)c1ccccc1F. Reaction SMILES: [C:1]([CH3:2])([CH3:3])([CH3:4])[O:5][C:6]([NH:7][c:8]1[c:9]([N+:23](=[O:24])[O-:25])[cH:10][c:11]([I:22])[c:12]([CH2:14][O:15][CH:16]2[O:17][CH2:18][CH2:19][CH2:20][CH2:21]2)[cH:13]1)=[O:26].[F:27][c:28]1[c:29]([B:34]([OH:35])[OH:36])[cH:30][cH:31][cH:32][cH:33]1>>[C:1]([CH3:2])([CH3:3])([CH3:4])[O:5][C:6]([NH:7][c:8]1[c:9]([N+:23](=[O:24])[O-:25])[cH:10][c:11](-[c:29]2[c:28]([F:27])[cH:33][cH:32][cH:31][cH:30]2)[c:12]([CH2:14][O:15][CH:16]2[O:17][CH2:18][CH2:19][CH2:20][CH2:21]2)[cH:13]1)=[O:26]. The product is CC(C)(C)OC(=O)Nc1cc(COC2CCCCO2)c(-c2ccccc2F)cc1[N+](=O)[O-]. Starting materials: Cc1ccc(Oc2cccc3[nH]c(C(=O)NC4CCN(Cc5ccccc5)CC4)cc23)cc1, CO, Cl. Product: Cc1ccc(Oc2cccc3[nH]c(C(=O)NC4CCNCC4)cc23)cc1. As a reaction SMILES: [CH2:1]([c:2]1[cH:3][cH:4][cH:5][cH:6][cH:7]1)[N:8]1[CH2:9][CH2:10][CH:11]([NH:14][C:15](=[O:16])[c:17]2[nH:18][c:19]3[cH:20][cH:21][cH:22][c:23]([O:26][c:27]4[cH:28][cH:29][c:30]([CH3:33])[cH:31][cH:32]4)[c:24]3[cH:25]2)[CH2:12][CH2:13]1.[CH3:35][OH:36].[ClH:34]>>[NH:8]1[CH2:9][CH2:10][CH:11]([NH:14][C:15](=[O:16])[c:17]2[nH:18][c:19]3[cH:20][cH:21][cH:22][c:23]([O:26][c:27]4[cH:28][cH:29][c:30]([CH3:33])[cH:31][cH:32]4)[c:24]3[cH:25]2)[CH2:12][CH2:13]1. Run in C1=CC=CC=C1 (benzene). Conditions: time 2 hour. Starting materials: [O-]CC (ethoxide), C[C@]12CCC(=O)C=C1CC[C@@H]3[C@@H]2CC[C@]4([C@H]3CC[C@]4(C#C)O)C (ethisterone). Reaction SMILES: [O-][CH2:2]C.[CH3:4][C@@:5]12[C@H:15]3[CH2:16][CH2:17][C@:18]4([CH3:26])[C@:22]([OH:25])([C:23]#[CH:24])[CH2:21][CH2:20][C@H:19]4[C@@H:14]3[CH2:13][CH2:12][C:11]1=[CH:10][C:8](=[O:9])[CH2:7][CH2:6]2>C1C=CC=CC=1>[C:23]([C@:22]1([O:25][CH3:2])[CH2:21][CH2:20][C@H:19]2[C@H:14]3[C@H:15]([CH2:16][CH2:17][C@:18]12[CH3:26])[C@:5]1([CH3:4])[C:11](=[CH:10][C:8](=[O:9])[CH2:7][CH2:6]1)[CH2:12][CH2:13]3)#[CH:24]. Reported procedure: Thallous ethoxide (0.8 ml.) is added to ethisterone (17α-ethinyl-17β-hydroxyandrost-4-en-3-one, 3.44 g.) in benzene (50 ml.). After mixing, the benzene is removed with the rotary evaporator and acetonitrile (50 ml.), benzene (40 ml.) and methyl iodide (1.7 ml.) are added. The mixture is refluxed and stirred for 2 hours. Additional methyl iodide (2 ml.) is added and the mixture refluxed another 2 hours. The precipitated thallous iodide is filtered off and the filtrate is concentrated to a residue... Product: C(#C)[C@]1([C@]2(C)[C@@H](CC1)[C@@H]1CCC3=CC(CC[C@]3(C)[C@H]1CC2)=O)OC (17α-Ethinyl-17β-methoxyandrost-4-en-3-one). Reactants: ClC1=C(C=C(C=C1)N1C=NC(=C1)CO)C ([1-(4-Chloro-3-methyl-phenyl)-1H-imidazol-4-yl]-methanol), S(=O)(Cl)Cl (thionylchloride), [H-].[Na+] (sodium hydride), N1=CNC2=C1CCCC2 (4,5,6,7-tetrahydro-benzimidazole). Yields the product Cl.ClC1=C(C=C(C=C1)N1C=NC(=C1)CN1C=NC2=C1CCCC2)C (1-[1-(4-Chloro-3-methyl-phenyl)-1H-imidazol-4-yl-methyl]-4,5,6,7-tetrahydro-1H-benzoimidazole-, Hydrochloride). As a reaction SMILES: [Cl:1][C:2]1[CH:7]=[CH:6][C:5]([N:8]2[CH:12]=[C:11]([CH2:13]O)[N:10]=[CH:9]2)=[CH:4][C:3]=1[CH3:15].S(Cl)(Cl)=O.[H-].[Na+].[N:22]1[C:26]2[CH2:27][CH2:28][CH2:29][CH2:30][C:25]=2[NH:24][CH:23]=1>>[ClH:1].[Cl:1][C:2]1[CH:7]=[CH:6][C:5]([N:8]2[CH:12]=[C:11]([CH2:13][N:22]3[C:26]4[CH2:27][CH2:28][CH2:29][CH2:30][C:25]=4[N:24]=[CH:23]3)[N:10]=[CH:9]2)=[CH:4][C:3]=1[CH3:15] |f:2.3,5.6|. Reported procedure: [1-(4-Chloro-3-methyl-phenyl)-1H-imidazol-4-yl]-methanol was treated first with thionylchloride, then with the reaction mixture of sodium hydride and 4,5,6,7-tetrahydro-benzimidazole. After extractive workup and chromatography the title compound was obtained as the free base. It was converted into its white hydrochloride salt. Mp.>250° C. (MeOH/Et2O), MS: m/e=326 (M+).